This data is from the Open Reaction Database (ORD), a public repository of structured organic reaction records. The task is: describe an organic reaction: reactants, conditions, products, and yield Reactants: C1(CCCCC1)P(C1=C(C=CC=C1)C1=C(C=CC=C1)N(C)C)C1CCCCC1 (2-dicyclohexylphosphino-2′-(N,N-dimethyl-amino)biphenyl), NC1=C(C#N)C(=CC=C1[N+](=O)[O-])Cl (2-Amino-6-chloro-3-nitro-benzonitrile), COC1=C(C=CC=C1)B(O)O (2-methoxyphenylboronic acid), P(=O)([O-])([O-])[O-].[K+].[K+].[K+] (potassium phosphate). Reagents/catalysts: C=1C=CC(=CC1)/C=C/C(=O)/C=C/C2=CC=CC=C2.C=1C=CC(=CC1)/C=C/C(=O)/C=C/C2=CC=CC=C2.C=1C=CC(=CC1)/C=C/C(=O)/C=C/C2=CC=CC=C2.[Pd].[Pd] (Tris(dibenzylideneacetone)dipalladium(0)). The solvent is CC(=O)N(C)C (DMA), CCOC(=O)C (EtOAc). Run at temperature 68 celsius, time 16 hour. The product is NC1=C(C(=CC=C1[N+](=O)[O-])C1=C(C=CC=C1)OC)C#N (3-Amino-2′methoxy-4-nitro-biphenyl-2-carbonitrile). RXN SMILES: [NH2:1][C:2]1[C:9]([N+:10]([O-:12])=[O:11])=[CH:8][CH:7]=[C:6](Cl)[C:3]=1[C:4]#[N:5].[CH3:14][O:15][C:16]1[CH:21]=[CH:20][CH:19]=[CH:18][C:17]=1B(O)O.P([O-])([O-])([O-])=O.[K+].[K+].[K+].C1(P(C2CCCCC2)C2C=CC=CC=2C2C=CC=CC=2N(C)C)CCCCC1>CC(N(C)C)=O.CCOC(C)=O.C1C=CC(/C=C/C(/C=C/C2C=CC=CC=2)=O)=CC=1.C1C=CC(/C=C/C(/C=C/C2C=CC=CC=2)=O)=CC=1.C1C=CC(/C=C/C(/C=C/C2C=CC=CC=2)=O)=CC=1.[Pd].[Pd]>[NH2:1][C:2]1[C:9]([N+:10]([O-:12])=[O:11])=[CH:8][CH:7]=[C:6]([C:17]2[CH:18]=[CH:19][CH:20]=[CH:21][C:16]=2[O:15][CH3:14])[C:3]=1[C:4]#[N:5] |f:2.3.4.5,9.10.11.12.13|. Reported procedure: 2-Amino-6-chloro-3-nitro-benzonitrile (see Goldberg et al., J. Med. Chem., 2003, 1344; 800 mg, 4.05 mmol), 2-methoxyphenylboronic acid (800 mg, 5.26 mmol), and potassium phosphate (2.23 g, 10.5 mmol) were combined in DMA (10 mL) in a flask purged with nitrogen. Tris(dibenzylideneacetone)dipalladium(0) (185 mg, 0.2 mmol) and 2-dicyclohexylphosphino-2′-(N,N-dimethyl-amino)biphenyl (159 mg, 0.4 mmol) were added, and the reaction stirred at 68° C. under nitrogen for 16 h. The solution was diluted wi... The reactants are OC1(CN(C1)C(=O)OC(C)(C)C)C(F)(F)F (tert-butyl 3-hydroxy-3-(trifluoromethyl)azetidine-1-carboxylate), ClC1=NC(=CN=C1)Cl (2,6-dichloropyrazine), [H-].[Na+] (sodium hydride). Solvent: CN(C)C=O (DMF). Run at time 15 minute. Product: ClC1=CN=CC(=N1)OC1(CN(C1)C(=O)OC(C)(C)C)C(F)(F)F (tert-butyl 3-[(6-chloropyrazine-2-yl)oxy]-3-(trifluoromethyl)azetidine-1-carboxylate). RXN SMILES: [OH:1][C:2]1([C:13]([F:16])([F:15])[F:14])[CH2:5][N:4]([C:6]([O:8][C:9]([CH3:12])([CH3:11])[CH3:10])=[O:7])[CH2:3]1.[Cl:17][C:18]1[CH:23]=[N:22][CH:21]=[C:20](Cl)[N:19]=1.[H-].[Na+]>CN(C=O)C>[Cl:17][C:18]1[N:19]=[C:20]([O:1][C:2]2([C:13]([F:16])([F:14])[F:15])[CH2:3][N:4]([C:6]([O:8][C:9]([CH3:11])([CH3:12])[CH3:10])=[O:7])[CH2:5]2)[CH:21]=[N:22][CH:23]=1 |f:2.3|. Procedure: To a stirred solution of tert-butyl 3-hydroxy-3-(trifluoromethyl)azetidine-1-carboxylate (0.37 g, 1.5 mmol) and 2,6-dichloropyrazine (0.23 g, 1.5 mmol) in DMF (5 mL) at 0° C. was added sodium hydride (60% mineral oil dispersion; 0.073 g, 1.8 mmol). The reaction mixture was allowed to warm to room temperature. After 15 minutes, the reaction mixture was partitioned between EtOAc (50 mL) and brine (50 mL). The organic layer was washed with additional brine (50 mL). The first aqueous layer was back-... Reactants: CCO, [K+], CCOC(=O)c1nc2cc(N)c(C(F)(F)F)cc2[nH]c1=O, [OH-]. The product is Nc1cc2nc(C(=O)O)c(=O)[nH]c2cc1C(F)(F)F. RXN SMILES: [CH3:24][CH2:25][OH:26].[K+:23].[NH2:1][c:2]1[c:3]([C:18]([F:19])([F:20])[F:21])[cH:4][c:5]2[nH:6][c:7](=[O:17])[c:8]([C:12](=[O:13])[O:14][CH2:15][CH3:16])[n:9][c:10]2[cH:11]1.[OH-:22]>>[NH2:1][c:2]1[c:3]([C:18]([F:19])([F:20])[F:21])[cH:4][c:5]2[nH:6][c:7](=[O:17])[c:8]([C:12](=[O:13])[OH:14])[n:9][c:10]2[cH:11]1. The reactants are FC=1C(=C(C(=C2C1C(=O)OC2=O)F)F)F (tetrafluorophthalic anhydride), CO (methanol), CO (methanol). Run at time 2 hour. Yields the product COC(C=1C(C(=O)O)=C(C(=C(C1F)F)F)F)=O (3,4,5,6-tetrafluorophthalic acid-monomethyl ester). The yield is 98.0%. Reaction SMILES: [F:1][C:2]1[C:3]([F:15])=[C:4]([F:14])[C:5]([F:13])=[C:6]2[C:11](=[O:12])[O:10][C:8](=[O:9])[C:7]=12.[CH3:16][OH:17]>>[CH3:16][O:17][C:11](=[O:12])[C:6]1[C:7](=[C:2]([F:1])[C:3]([F:15])=[C:4]([F:14])[C:5]=1[F:13])[C:8]([OH:10])=[O:9]. Reported procedure: Into a 100 ml glass reactor equipped with a reflux condenser and a stirrer, 20 g (0.091 mol) of the tetrafluorophthalic anhydride prepared in Example 3 and 40 ml of methanol were charged, and the mixture was stirred for 2 hours under reflux. After completion of the reaction, methanol was distilled off to obtain 22.5 g of 3,4,5,6-tetrafluorophthalic acid-monomethyl ester. The yield was 98.0%. The reactants are FC1(OC2=C(O1)C=C(C(=C2)F)[N+](=O)[O-])F (2,2,5-Trifluoro-6-nitrobenzo[d][1,3]dioxole), C[O-] (methoxide), C(C)(=O)O (acetic acid), C[O-].[Na+] (sodium methoxide). Solvent: CO (methanol). Conditions: temperature 20 celsius, time 1 hour. The product is FC1(OC2=C(O1)C=C(C(=C2)OC)[N+](=O)[O-])F (2,2-Difluoro-5-methoxy-6-nitrobenzo[d][1,3]dioxole). Yield: 70.0%. As a reaction SMILES: [F:1][C:2]1([F:15])[O:6][C:5]2[CH:7]=[C:8]([N+:12]([O-:14])=[O:13])[C:9](F)=[CH:10][C:4]=2[O:3]1.C[O-].[Na+].C[O-].[C:21](O)(=[O:23])C>CO>[F:1][C:2]1([F:15])[O:6][C:5]2[CH:7]=[C:8]([N+:12]([O-:14])=[O:13])[C:9]([O:23][CH3:21])=[CH:10][C:4]=2[O:3]1 |f:1.2|. Procedure: 2,2,5-Trifluoro-6-nitrobenzo[d][1,3]dioxole (2.5 g, 11 mmol) was dissolved in dry methanol (20 mL), treated with 30% sodium methoxide solution (3.1 g, 17 mmol), and stirred at 20° C. for 1 h. After excess methoxide was neutralized by addition of acetic acid, the volatiles were removed by rotary evaporation. The residue was taken up in ethyl acetate (50 mL), washed with saturated NaHCO3 (10 mL), saturated NaCl (10 mL), dried (Na2SO4) and evaporated. The material was purified by chromatography on ... Reported procedure: To a stirred solution of S-p-methoxybenzyl-N-(2-p-methoxybenzylthio-2-methylpropionyl)-L-cysteine (3.0 g) in dimethylformamide(20 ml), sodium hydride(0.3 g) was added under nitrogen atomosphere at room temperature and the mixture was stirred for 1 hour. Methyl iodide(0.5 ml) was added to the mixture. The reaction mixture was stirred for 4 hours at room temperature. Water(300 ml) was added to the reaction mixture and extracted with ether. The organic layer was washed with saturated sodium chlorid... Run at time 1 hour. Solvent: CN(C=O)C (dimethylformamide). Yield: 90.0%. Yields the product COC([C@@H](NC(C(C)(C)SCC1=CC=C(C=C1)OC)=O)CSCC1=CC=C(C=C1)OC)=O (S-p-Methoxybenzyl-N-(2-p-Methoxybenzylthio-2-Methylpropionyl)-L-Cysteine Methyl Ester). RXN SMILES: [CH3:1][O:2][C:3]1[CH:31]=[CH:30][C:6]([CH2:7][S:8][CH2:9][C@@H:10]([C:27]([OH:29])=[O:28])[NH:11][C:12](=[O:26])[C:13]([S:16][CH2:17][C:18]2[CH:23]=[CH:22][C:21]([O:24][CH3:25])=[CH:20][CH:19]=2)([CH3:15])[CH3:14])=[CH:5][CH:4]=1.[H-].[Na+].[CH3:34]I.O>CN(C)C=O>[CH3:34][O:28][C:27](=[O:29])[C@H:10]([CH2:9][S:8][CH2:7][C:6]1[CH:5]=[CH:4][C:3]([O:2][CH3:1])=[CH:31][CH:30]=1)[NH:11][C:12](=[O:26])[C:13]([S:16][CH2:17][C:18]1[CH:19]=[CH:20][C:21]([O:24][CH3:25])=[CH:22][CH:23]=1)([CH3:15])[CH3:14] |f:1.2|. Starting materials: COC1=CC=C(CSC[C@H](NC(C(C)(C)SCC2=CC=C(C=C2)OC)=O)C(=O)O)C=C1 (S-p-methoxybenzyl-N-(2-p-methoxybenzylthio-2-methylpropionyl)-L-cysteine), [H-].[Na+] (sodium hydride), O (Water), CI (Methyl iodide). Starting materials: ClC1=CC=C(S1)C(=O)NCC=1N=CN(C1)C1=C(C=C(C=C1)N1C(C=CC=C1)=O)F (5-Chloro-N-((1-(2-fluoro-4-(2-oxopyridin-1(2H)-yl)phenyl)-1H-imidazol-4-yl)methyl)thiophene-2-carboxamide), O=C1NCCNC1 (2-oxopiperazine). Solvent: CS(=O)C (DMSO). Yields the product ClC1=CC=C(S1)C(=O)NCC=1N=CN(C1)C1=C(C=C(C=C1)N1C(C=CC=C1)=O)N1CC(NCC1)=O (5-Chloro-N-((1-(2-(3-oxopiperazin-1-yl)-4-(2-oxopyridin-1(2H)-yl)phenyl)-1H-imidazol-4-yl)methyl)thiophene-2-carboxamide). Isolated yield 17.2%. Reaction SMILES: [Cl:1][C:2]1[S:6][C:5]([C:7]([NH:9][CH2:10][C:11]2[N:12]=[CH:13][N:14]([C:16]3[CH:21]=[CH:20][C:19]([N:22]4[CH:27]=[CH:26][CH:25]=[CH:24][C:23]4=[O:28])=[CH:18][C:17]=3F)[CH:15]=2)=[O:8])=[CH:4][CH:3]=1.[O:30]=[C:31]1[CH2:36][NH:35][CH2:34][CH2:33][NH:32]1>CS(C)=O>[Cl:1][C:2]1[S:6][C:5]([C:7]([NH:9][CH2:10][C:11]2[N:12]=[CH:13][N:14]([C:16]3[CH:21]=[CH:20][C:19]([N:22]4[CH:27]=[CH:26][CH:25]=[CH:24][C:23]4=[O:28])=[CH:18][C:17]=3[N:35]3[CH2:34][CH2:33][NH:32][C:31](=[O:30])[CH2:36]3)[CH:15]=2)=[O:8])=[CH:4][CH:3]=1. Reported procedure: A solution of 5-chloro-N-((1-(2-fluoro-4-(2-oxopyridin-1(2H)-yl)phenyl)-1H-imidazol-4-yl)methyl)thiophene-2-carboxamide prepared in Example 11 (70 mg, 0.16 mmol) and 2-oxopiperazine (565 mg, 5.65 mmol) in DMSO (1 mL) was heated at 150° C. for 2 days. The mixture was purified by HPLC to give the title compound (14 mg). MS 509.0 and 511.0 (M+H, Cl pattern). Starting materials: NC1=C(C(=O)O)C=CC(=C1)Br (2-amino-4-bromobenzoic acid), N1C=NC=C1 (imidazole), Cl.NC1C(NC(CC1)=O)=O (3-amino-piperidine-2,6-dione hydrogen chloride), N1C=NC=C1 (imidazole), P(OC1=CC=CC=C1)(OC1=CC=CC=C1)OC1=CC=CC=C1 (triphenyl phosphite), C(C)(=O)Cl (acetyl chloride). Solvent: C(C)#N (acetonitrile), O (water). Reaction conditions: time 8 hour. Yields the product BrC1=CC=C2C(N(C(=NC2=C1)C)C1C(NC(CC1)=O)=O)=O (3-(7-bromo-2-methyl-4-oxo-4H-quinazolin-3-yl)-piperidine-2,6-dione). Yield: 73.7%. Reaction SMILES: [NH2:1][C:2]1[CH:10]=[C:9]([Br:11])[CH:8]=[CH:7][C:3]=1[C:4]([OH:6])=O.N1[CH:16]=[CH:15]N=C1.C(Cl)(=O)C.Cl.[NH2:22][CH:23]1[CH2:28][CH2:27][C:26](=[O:29])[NH:25][C:24]1=[O:30].P(OC1C=CC=CC=1)(OC1C=CC=CC=1)OC1C=CC=CC=1>C(#N)C.O>[Br:11][C:9]1[CH:10]=[C:2]2[C:3]([C:4](=[O:6])[N:22]([CH:23]3[CH2:28][CH2:27][C:26](=[O:29])[NH:25][C:24]3=[O:30])[C:15]([CH3:16])=[N:1]2)=[CH:7][CH:8]=1 |f:3.4|. Reported procedure: To a stirred mixture of 2-amino-4-bromobenzoic acid (2.0 g, 9.3 mmol) and imidazole (0.8 g, 11 mmol) in acetonitrile (20 mL), was added acetyl chloride (0.8 mL, 11 mmol) at room temperature. The mixture was stirred at room temperature overnight. To the mixture, was added 3-amino-piperidine-2,6-dione hydrogen chloride (1.5 g, 9.3 mmol), imidazole (1.4 g, 20 mmol) and triphenyl phosphite (2.9 mL, 11 mmol) and heated to reflux for 22 hours. To the mixture, was added water (30 mL). The suspension wa... The reactants are CC12CCC3CC2C(C=C(O1)C)CC3C (4,6,11-trimethyl-5-oxa-tricyclo[6.2.2.0*4,9*]dodec-6-ene), [H][H] (hydrogen). Reagents/catalysts: [Pd] (palladium). The solvent is CC(C)O (2-propanol). Yields the product CC12CCC3CC2C(CC(O1)C)CC3C (4,6,11-trimethyl-5-oxa-tricyclo[6.2.2.0*4,9*]dodecane). The yield is 92.6%. RXN SMILES: [CH3:1][C:2]12[O:11][C:10]([CH3:12])=[CH:9][CH:8]3[CH2:13][CH:14]([CH3:15])[CH:5]([CH2:6][CH:7]13)[CH2:4][CH2:3]2.[H][H]>[Pd].CC(O)C>[CH3:1][C:2]12[O:11][CH:10]([CH3:12])[CH2:9][CH:8]3[CH2:13][CH:14]([CH3:15])[CH:5]([CH2:6][CH:7]13)[CH2:4][CH2:3]2. Reported procedure: In an autoclave, 4,6,11-trimethyl-5-oxa-tricyclo[6.2.2.0*4,9*]dodec-6-ene (770 g, obtained as above) and palladium (5%, 7.6 g) on carbon was added to 2-propanol (100 g). The reaction mixture was stirred at a temperature between 70-100° C. under a pressure of 300 psi hydrogen for 6 hours. GC analysis indicated that the reaction was completed. The resulting material was then filtered and distilled under a reduced pressure to provide 4,6,11-trimethyl-5-oxa-tricyclo[6.2.2.0*4,9*]dodecane (720 g), wh... Starting materials: CC(=O)NC1(c2ccccc2)CCN(CCC(CN)c2ccc(Cl)c(Cl)c2)CC1, [BH3-]C#N, CC(=O)O, CO, ClCCl, Cl, O=Cc1cc(C(F)(F)F)cc(C(F)(F)F)c1, [Na+], O. Product: CC(=O)NC1(c2ccccc2)CCN(C(Cc2cc(C(F)(F)F)cc(C(F)(F)F)c2)CC(CN)c2ccc(Cl)c(Cl)c2)CC1. As a reaction SMILES: [C:1]([CH3:2])(=[O:3])[NH:4][C:5]1([c:24]2[cH:25][cH:26][cH:27][cH:28][cH:29]2)[CH2:6][CH2:7][N:8]([CH2:11][CH2:12][CH:13]([CH2:14][NH2:15])[c:16]2[cH:17][c:18]([Cl:23])[c:19]([Cl:22])[cH:20][cH:21]2)[CH2:9][CH2:10]1.[C:50]([BH3-:51])#[N:52].[CH3:46][C:47](=[O:48])[OH:49].[CH3:54][OH:55].[Cl:56][CH2:57][Cl:58].[ClH:60].[F:30][C:31]([c:32]1[cH:33][c:34]([CH:35]=[O:36])[cH:37][c:38]([C:40]([F:41])([F:42])[F:43])[cH:39]1)([F:44])[F:45].[Na+:53].[OH2:59]>>[C:1]([CH3:2])(=[O:3])[NH:4][C:5]1([c:24]2[cH:25][cH:26][cH:27][cH:28][cH:29]2)[CH2:6][CH2:7][N:8]([CH:11]([CH2:12][CH:13]([CH2:14][NH2:15])[c:16]2[cH:17][c:18]([Cl:23])[c:19]([Cl:22])[cH:20][cH:21]2)[CH2:35][c:34]2[cH:33][c:32]([C:31]([F:30])([F:44])[F:45])[cH:39][c:38]([C:40]([F:41])([F:42])[F:43])[cH:37]2)[CH2:9][CH2:10]1.